describe an organic reaction: reactants, conditions, products, and yield From a dataset of the Open Reaction Database (ORD), a public repository of structured organic reaction records. Reactants: resultant solution, O1CCSC=C1C(C(=O)OCC)=NOC (ethyl 2-(2,3-dihydro-1,4-oxathiin-6-yl)-2-methoxyiminoacetate), aqueous solution, [OH-].[Na+] (sodium hydroxide), Cl (hydrochloric acid). The solvent is CO (methanol). Yields the product O1CCSC=C1C(C(=O)O)=NOC (2-(2,3-dihydro-1,4-oxathiin-6-yl)-2-methoxyiminoacetic acid). Yield: 24.9%. As a reaction SMILES: [O:1]1[C:6]([C:7](=[N:13][O:14][CH3:15])[C:8]([O:10]CC)=[O:9])=[CH:5][S:4][CH2:3][CH2:2]1.[OH-].[Na+].Cl>CO>[O:1]1[C:6]([C:7](=[N:13][O:14][CH3:15])[C:8]([OH:10])=[O:9])=[CH:5][S:4][CH2:3][CH2:2]1 |f:1.2|. Procedure details: A mixture of ethyl 2-(2,3-dihydro-1,4-oxathiin-6-yl)-2-methoxyiminoacetate (16 g.), methanol (160 ml.) and a 1N aqueous solution (85 ml.) of sodium hydroxide was stirred at room temperature for 25 minutes. The resultant solution was adjusted to pH 4.5 with 10% hydrochloric acid and concentrated at 40° C. in vacuo. To the residue was added ethyl acetate, and the solution was adjusted to pH 7.5 with a saturated aqueous solution of sodium bicarbonate, and then shaken sufficiently. The organic layer... Starting materials: CCCCCC, Cc1ccc(C(=O)Cl)cc1C, ClCCl, FC(F)(F)Br. The product is Cc1ccc(C(=O)C(F)(F)F)cc1C. Reaction SMILES: [CH3:17][CH2:18][CH2:19][CH2:20][CH2:21][CH3:22].[CH3:6][c:7]1[cH:8][c:9]([C:10](=[O:11])[Cl:12])[cH:13][cH:14][c:15]1[CH3:16].[Cl:23][CH2:24][Cl:25].[F:1][C:2]([F:3])([F:4])[Br:5]>>[F:1][C:2]([F:3])([F:4])[C:10]([c:9]1[cH:8][c:7]([CH3:6])[c:15]([CH3:16])[cH:14][cH:13]1)=[O:11]. The reactants are COC(=O)c1nc(NC(=O)OC(C)(C)C)cn1C, Cn1cc(NC(=O)OC(C)(C)C)cc1C(=O)O, ClCCCl, CCO, Cc1ccccc1, CCN(C(C)C)C(C)C, Cl. The product is COC(=O)c1nc(NC(=O)c2cc(NC(=O)OC(C)(C)C)cn2C)cn1C. As a reaction SMILES: [C:1]([O:2][C:6](=[O:7])[NH:8][c:9]1[n:10][c:11]([C:15](=[O:16])[O:17][CH3:18])[n:12]([CH3:14])[cH:13]1)([CH3:3])([CH3:4])[CH3:5].[C:20]([CH3:21])([CH3:22])([CH3:23])[O:24][C:25](=[O:26])[NH:27][c:28]1[cH:29][c:30]([C:34]([OH:35])=[O:36])[n:31]([CH3:33])[cH:32]1.[CH2:37]([Cl:38])[CH2:39][Cl:40].[CH3:50][CH2:51][OH:52].[CH3:53][c:54]1[cH:55][cH:56][cH:57][cH:58][cH:59]1.[CH:41]([N:42]([CH2:43][CH3:44])[CH:45]([CH3:46])[CH3:47])([CH3:48])[CH3:49].[ClH:19]>>[C:6](=[O:7])([NH:8][c:9]1[n:10][c:11]([C:15](=[O:16])[O:17][CH3:18])[n:12]([CH3:14])[cH:13]1)[c:30]1[cH:29][c:28]([NH:27][C:25]([O:24][C:20]([CH3:21])([CH3:22])[CH3:23])=[O:26])[cH:32][n:31]1[CH3:33]. Reactants: Cl.C(C)NC(C(=O)OCC)CC1=CC=C(C=C1)OCCON=C(C)C1=CC=C(C=C1)C1=NC=CC=C1 (Ethyl 2-ethylamino-3-[4-[2-[[1-[4-(2-pyridyl)phenyl]ethylidene]aminoxy]ethoxy]phenyl]propionate hydrochloride), [OH-].[Na+] (sodium hydroxide), Cl (hydrochloric acid). Yields the product C(C)NC(C(=O)O)CC1=CC=C(C=C1)OCCON=C(C)C1=CC=C(C=C1)C1=NC=CC=C1 (2-Ethylamino-3-[4-[2-[[1-[4-(2-pyridyl)phenyl]ethylidene]aminoxy]ethoxy]phenyl]propionic acid). As a reaction SMILES: Cl.[CH2:2]([NH:4][CH:5]([CH2:11][C:12]1[CH:17]=[CH:16][C:15]([O:18][CH2:19][CH2:20][O:21][N:22]=[C:23]([C:25]2[CH:30]=[CH:29][C:28]([C:31]3[CH:36]=[CH:35][CH:34]=[CH:33][N:32]=3)=[CH:27][CH:26]=2)[CH3:24])=[CH:14][CH:13]=1)[C:6]([O:8]CC)=[O:7])[CH3:3].[OH-].[Na+].Cl>>[CH2:2]([NH:4][CH:5]([CH2:11][C:12]1[CH:13]=[CH:14][C:15]([O:18][CH2:19][CH2:20][O:21][N:22]=[C:23]([C:25]2[CH:26]=[CH:27][C:28]([C:31]3[CH:36]=[CH:35][CH:34]=[CH:33][N:32]=3)=[CH:29][CH:30]=2)[CH3:24])=[CH:16][CH:17]=1)[C:6]([OH:8])=[O:7])[CH3:3] |f:0.1,2.3|. Procedure: Reaction was carried out according to Example 2 using 273 mg of ethyl 2-ethylamino-3-[4-[2-[[1-[4-(2-pyridyl)phenyl]ethylidene]aminoxy]ethoxy]phenyl]propionate obtained in Example 15 and 2.4 ml of a 1N aqueous sodium hydroxide solution. When the pH of the reaction mixture thus obtained was adjusted to a value of 4 with 1N hydrochloric acid, the desired compound was obtained as a precipitate. The precipitate was collected by filtration and washed with water to obtain 186 mg of the desired compoun...